Task: describe an organic reaction: reactants, conditions, products, and yield. Dataset: the Open Reaction Database (ORD), a public repository of structured organic reaction records Reaction SMILES: [Cl:1][C:2]1[CH:3]=[C:4]([S:9][C:10]2[N:14]([CH:15]([CH3:17])[CH3:16])[N:13]=[C:12]([CH2:18][OH:19])[C:11]=2[CH2:20][C:21]2[CH:26]=[CH:25][N:24]=[CH:23][CH:22]=2)[CH:5]=[C:6]([Cl:8])[CH:7]=1.ClC(Cl)(Cl)[C:29]([N:31]=C=O)=[O:30]>ClCCl>[Cl:1][C:2]1[CH:3]=[C:4]([S:9][C:10]2[N:14]([CH:15]([CH3:17])[CH3:16])[N:13]=[C:12]([CH2:18][O:19][C:29](=[O:30])[NH2:31])[C:11]=2[CH2:20][C:21]2[CH:22]=[CH:23][N:24]=[CH:25][CH:26]=2)[CH:5]=[C:6]([Cl:8])[CH:7]=1. Run in ClCCl (dichloromethane). Reactants: ClC=1C=C(C=C(C1)Cl)SC1=C(C(=NN1C(C)C)CO)CC1=CC=NC=C1 (5-(3,5-dichlorophenylthio)-1-isopropyl-4-[(4-pyridyl)methyl]-1H-pyrazole-3-methanol), ClC(C(=O)N=C=O)(Cl)Cl (trichloroacetyl isocyanate). Procedure: A solution containing 100 mg of 5-(3,5-dichlorophenylthio)-1-isopropyl-4-[(4-pyridyl)methyl]-1H-pyrazole-3-methanol in 3 ml of anhydrous dichloromethane was stirred under nitrogen at 0° C. while 35 μl of trichloroacetyl isocyanate was added dropwise. The mixture was stirred at 0° C. for 2 h. The mixture was evaporated under reduced pressure and then the residue was treated with 2 ml of methanol, 1 ml water and 100 mg of potassium carbonate under nitrogen at 0° C. The mixture was then stirred at ... Yields the product ClC=1C=C(C=C(C1)Cl)SC1=C(C(=NN1C(C)C)COC(N)=O)CC1=CC=NC=C1 (carbamic acid [5-(3,5-dichlorophenylthio)-1-isopropyl-4-[(4-pyridyl)methyl]-1H-pyrazol-3-yl]methyl ester). Conditions: temperature 0 celsius, time 2 hour. The reactants are NC=1C(=NON1)C1=NOC(N1C1=CC(=C(C=C1)F)Br)=O (3-(4-amino-1,2,5-oxadiazol-3-yl)-4-(3-bromo-4-fluorophenyl)-1,2,4-oxadiazol-5(4H)-one), C(C)(C)(C)OC(=O)N1CCC(CC1)(C(=O)O)C1=CC=CC=C1 (1-(tert-butoxycarbonyl)-4-phenylpiperidine-4-carboxylic acid), P(=O)(Cl)(Cl)Cl (phosphoryl chloride). Reagents/catalysts: CN(C1=CC=NC=C1)C (4-dimethylaminopyridine). Solvent: C(C)#N (acetonitrile). Reaction conditions: temperature 100 celsius. Product: BrC=1C=C(C=CC1F)N1C(=NOC1=O)C=1C(=NON1)NC(=O)C1(CCN(CC1)C(=O)OC(C)(C)C)C1=CC=CC=C1 (tert-butyl 4-[({4-[4-(3-bromo-4-fluorophenyl)-5-oxo-4,5-dihydro-1,2,4-oxadiazol-3-yl]-1,2,5-oxadiazol-3-yl}amino)carbonyl]-4-phenylpiperidine-1-carboxylate). RXN SMILES: [NH2:1][C:2]1[C:3]([C:7]2[N:11]([C:12]3[CH:17]=[CH:16][C:15]([F:18])=[C:14]([Br:19])[CH:13]=3)[C:10](=[O:20])[O:9][N:8]=2)=[N:4][O:5][N:6]=1.[C:21]([O:25][C:26]([N:28]1[CH2:33][CH2:32][C:31]([C:37]2[CH:42]=[CH:41][CH:40]=[CH:39][CH:38]=2)([C:34](O)=[O:35])[CH2:30][CH2:29]1)=[O:27])([CH3:24])([CH3:23])[CH3:22].P(Cl)(Cl)(Cl)=O>CN(C)C1C=CN=CC=1.C(#N)C>[Br:19][C:14]1[CH:13]=[C:12]([N:11]2[C:10](=[O:20])[O:9][N:8]=[C:7]2[C:3]2[C:2]([NH:1][C:34]([C:31]3([C:37]4[CH:38]=[CH:39][CH:40]=[CH:41][CH:42]=4)[CH2:32][CH2:33][N:28]([C:26]([O:25][C:21]([CH3:24])([CH3:23])[CH3:22])=[O:27])[CH2:29][CH2:30]3)=[O:35])=[N:6][O:5][N:4]=2)[CH:17]=[CH:16][C:15]=1[F:18]. Reported procedure: A solution of 3-(4-amino-1,2,5-oxadiazol-3-yl)-4-(3-bromo-4-fluorophenyl)-1,2,4-oxadiazol-5(4H)-one (0.15 g, 0.44 mmol), 1-(tert-butoxycarbonyl)-4-phenylpiperidine-4-carboxylic acid (0.4 g, 1.3 mmol), and 4-dimethylaminopyridine (32 mg, 0.26 mmol) in acetonitrile (2 mL) was treated with phosphoryl chloride (0.13 mL, 1.4 mmol) and heated in the microwave at 100° C. for 10 min. The reaction mixture was concentrated and the residue was diluted with ethyl acetate (25 mL) and washed with water (25 mL... The reactants are C=Cc1ccc(NC)nc1, Cc1ccc2[nH]c3c(c2c1)CN(C)CC3, CN1CCCC1=O, [K+], [OH-]. Yields the product CNc1ccc(CCn2c3c(c4cc(C)ccc42)CN(C)CC3)cn1. RXN SMILES: [CH3:16][NH:17][c:18]1[n:19][cH:20][c:21]([CH:24]=[CH2:25])[cH:22][cH:23]1.[CH3:1][N:2]1[CH2:3][c:4]2[c:5]([nH:6][c:7]3[cH:8][cH:9][c:10]([CH3:13])[cH:11][c:12]23)[CH2:14][CH2:15]1.[CH3:28][N:29]1[CH2:30][CH2:31][CH2:32][C:33]1=[O:34].[K+:27].[OH-:26]>>[CH3:1][N:2]1[CH2:3][c:4]2[c:5]([n:6]([CH2:25][CH2:24][c:21]3[cH:20][n:19][c:18]([NH:17][CH3:16])[cH:23][cH:22]3)[c:7]3[cH:8][cH:9][c:10]([CH3:13])[cH:11][c:12]23)[CH2:14][CH2:15]1. The reactants are O.N (ammonia water), CN(C=O)C (dimethylformamide), P(=O)(Cl)(Cl)Cl (phosphorus oxychloride), C(=O)(O)C=1N=C(SC1)[C@H]1N(C[C@@H](C1)OS(=O)(=O)C)C(=O)OCC1=CC=C(C=C1)[N+](=O)[O-] ((2S,4R)-2-(4-carboxythiazol-2-yl)-4-methanesulfonyloxy-1-(4-nitrobenzyloxycarbonyl)pyrrolidine). Solvent: O1CCCC1 (tetrahydrofuran), O1CCCC1 (tetrahydrofuran). Reaction conditions: time 30 minute. The product is C(N)(=O)C=1N=C(SC1)[C@H]1N(C[C@@H](C1)OS(=O)(=O)C)C(=O)OCC1=CC=C(C=C1)[N+](=O)[O-] ((2S,4R)-2-(4-carbamoylthiazol-2-yl)-4-methanesulfonyloxy-1-(4-nitrobenzyloxycarbonyl)pyrrolidine). As a reaction SMILES: C[N:2](C)C=O.P(Cl)(Cl)(Cl)=O.[C:11]([C:14]1[N:15]=[C:16]([C@@H:19]2[CH2:23][C@@H:22]([O:24][S:25]([CH3:28])(=[O:27])=[O:26])[CH2:21][N:20]2[C:29]([O:31][CH2:32][C:33]2[CH:38]=[CH:37][C:36]([N+:39]([O-:41])=[O:40])=[CH:35][CH:34]=2)=[O:30])[S:17][CH:18]=1)([OH:13])=O.O.N>O1CCCC1>[C:11]([C:14]1[N:15]=[C:16]([C@@H:19]2[CH2:23][C@@H:22]([O:24][S:25]([CH3:28])(=[O:27])=[O:26])[CH2:21][N:20]2[C:29]([O:31][CH2:32][C:33]2[CH:38]=[CH:37][C:36]([N+:39]([O-:41])=[O:40])=[CH:35][CH:34]=2)=[O:30])[S:17][CH:18]=1)(=[O:13])[NH2:2] |f:3.4|. Procedure: To a mixture of dimethylformamide (0.45 ml) and tetrahydrofuran (10 ml) was dropwise added phosphorus oxychloride (0.46 ml) at -5~5° C., and the mixture was stirred at the same temperature for 30 minutes. To the mixture was added a solution of (2S,4R)-2-(4-carboxythiazol-2-yl)-4-methanesulfonyloxy-1-(4-nitrobenzyloxycarbonyl)pyrrolidine (1.54 g) in tetrahydrofuran (20 ml) at -5~5° C., followed by stirring at the same temperature for 30 minutes. The mixture was dropwise added to concentrated ammo... RXN SMILES: [CH3:16][CH2:17][OH:18].[CH3:1][N:2]1[C:3](=[O:15])[CH2:4][O:5][c:6]2[c:7]1[cH:8][c:9]([N+:12]([O-:13])=[O:14])[cH:10][cH:11]2.[OH2:19]>>[CH3:1][N:2]1[C:3](=[O:15])[CH2:4][O:5][c:6]2[c:7]1[cH:8][c:9]([NH2:12])[cH:10][cH:11]2. Starting materials: CCO, CN1C(=O)COc2ccc([N+](=O)[O-])cc21, O. The product is CN1C(=O)COc2ccc(N)cc21. Reactants: N1=CC(=CC=C1)OC#CC1=CC=CC=C1 (4-(pyridine-3-yloxy)ethynylbenzene), N1=CC=C(C=C1)COC1=CC=C(C=O)C=C1 (4-(pyridine-4-ylmethoxy)benzaldehyde). Product: N1=CC=C(C=C1)COC#CC1=CC=CC=C1 (4-(pyridine-4-ylmethoxy)ethynylbenzene). RXN SMILES: [N:1]1[CH:6]=[CH:5][CH:4]=[C:3]([O:7][C:8]#[C:9][C:10]2[CH:15]=[CH:14][CH:13]=[CH:12][CH:11]=2)[CH:2]=1.N1C=CC(COC2C=CC(C=O)=CC=2)=C[CH:17]=1>>[N:1]1[CH:2]=[CH:17][C:4]([CH2:3][O:7][C:8]#[C:9][C:10]2[CH:11]=[CH:12][CH:13]=[CH:14][CH:15]=2)=[CH:5][CH:6]=1. Reported procedure: Prepared as for 4-(pyridine-3-yloxy)ethynylbenzene, using 4-(pyridine-4-ylmethoxy)benzaldehyde.